This data is from the Open Reaction Database (ORD), a public repository of structured organic reaction records. The task is: describe an organic reaction: reactants, conditions, products, and yield Reactants: N1(CCOCC1)C=1OC2=C(C(C1[N+](=O)[O-])=O)C=CC=C2 (2-(4-Morpholinyl)-3-nitro-4H-1-benzopyran-4-one). The reagents and catalysts are [Pd] (Palladium on carbon). Run in CCOC(=O)C (EtOAc). Run at time 4 hour. Yields the product NC1=C(OC2=C(C1=O)C=CC=C2)N2CCOCC2 (3-Amino-2-(morpholinyl)-4H-1-benzopyran-4-one). Isolated yield 94.0%. Reaction SMILES: [N:1]1([C:7]2[O:8][C:9]3[CH:20]=[CH:19][CH:18]=[CH:17][C:10]=3[C:11](=[O:16])[C:12]=2[N+:13]([O-])=O)[CH2:6][CH2:5][O:4][CH2:3][CH2:2]1>CCOC(C)=O.[Pd]>[NH2:13][C:12]1[C:11](=[O:16])[C:10]2[CH:17]=[CH:18][CH:19]=[CH:20][C:9]=2[O:8][C:7]=1[N:1]1[CH2:6][CH2:5][O:4][CH2:3][CH2:2]1. Procedure: Part B: 2-(4-Morpholinyl)-3-nitro-4H-1-benzopyran-4-one(500 mg) is dissolved in EtOAc (30 mL). Palladium on carbon (10%, 100 mg) is added under a nitrogen atmosphere. The mixture is fixed to a Parr hydrogenator at 30 psi for 4 hr, then filtered (Celite, 1 cm) and solvent removed in vacuo. The product is purified by flash chromatography (EtOAc) to give 3-Amino-2-(morpholinyl)-4H-1-benzopyran-4-one (419 mg, 94%). Mp 140°-1° C.; IR (mull) 2954, 2925, 2856, 1621, 1607, 1551, 1466, 1423, 1382, 1277, ...